This data is from the Open Reaction Database (ORD), a public repository of structured organic reaction records. The task is: describe an organic reaction: reactants, conditions, products, and yield Starting materials: O=C(NCC(=O)N1CCNCC1)c1ccc(OCc2ccccc2)cc1, Cc1ccsc1C(=O)O, CCN=C=NCCCN(C)C, CCN(C(C)C)C(C)C, Cl, CN(C)C=O, O, On1nnc2ccccc21. Yields the product Cc1ccsc1C(=O)N1CCN(C(=O)CNC(=O)c2ccc(OCc3ccccc3)cc2)CC1. As a reaction SMILES: [CH2:10]([c:11]1[cH:12][cH:13][cH:14][cH:15][cH:16]1)[O:17][c:18]1[cH:19][cH:20][c:21]([C:22](=[O:23])[NH:24][CH2:25][C:26]([N:27]2[CH2:28][CH2:29][NH:30][CH2:31][CH2:32]2)=[O:33])[cH:34][cH:35]1.[CH3:1][c:2]1[c:3]([C:7](=[O:8])[OH:9])[s:4][cH:5][cH:6]1.[CH3:36][CH2:37][N:38]=[C:39]=[N:40][CH2:41][CH2:42][CH2:43][N:44]([CH3:45])[CH3:46].[CH:58]([N:59]([CH2:60][CH3:61])[CH:62]([CH3:63])[CH3:64])([CH3:65])[CH3:66].[ClH:47].[O:67]=[CH:68][N:69]([CH3:70])[CH3:71].[OH2:72].[OH:48][n:49]1[c:50]2[c:51]([cH:52][cH:53][cH:54][cH:55]2)[n:56][n:57]1>>[CH3:1][c:2]1[c:3]([C:7](=[O:9])[N:30]2[CH2:29][CH2:28][N:27]([C:26]([CH2:25][NH:24][C:22]([c:21]3[cH:20][cH:19][c:18]([O:17][CH2:10][c:11]4[cH:12][cH:13][cH:14][cH:15][cH:16]4)[cH:35][cH:34]3)=[O:23])=[O:33])[CH2:32][CH2:31]2)[s:4][cH:5][cH:6]1. The reactants are O (water), N1(CCNCC1)C=1C2=C(CC3=C(N1)C=CC=C3)C=CC=C2 (6-(1-piperazinyl)-11H-dibenz[b,e]azepine), BrCC(=O)OCC (ethyl bromoacetate), C([O-])([O-])=O.[K+].[K+] (potassium carbonate). Run in CN(C=O)C (N,N-dimethylformamide). Run at temperature 70 celsius, time 3 hour. The product is C1=CC=CC=2N=C(C3=C(CC21)C=CC=C3)N3CCN(CC3)CC(=O)OCC (Ethyl 4-(11H-Dibenz[b,e]azepin-6-yl)-1-piperazineacetate). Isolated yield 80.2%. Reaction SMILES: [N:1]1([C:7]2[C:8]3[CH:21]=[CH:20][CH:19]=[CH:18][C:9]=3[CH2:10][C:11]3[CH:17]=[CH:16][CH:15]=[CH:14][C:12]=3[N:13]=2)[CH2:6][CH2:5][NH:4][CH2:3][CH2:2]1.Br[CH2:23][C:24]([O:26][CH2:27][CH3:28])=[O:25].C(=O)([O-])[O-].[K+].[K+].O>CN(C)C=O>[CH:17]1[C:11]2[CH2:10][C:9]3[CH:18]=[CH:19][CH:20]=[CH:21][C:8]=3[C:7]([N:1]3[CH2:2][CH2:3][N:4]([CH2:23][C:24]([O:26][CH2:27][CH3:28])=[O:25])[CH2:5][CH2:6]3)=[N:13][C:12]=2[CH:14]=[CH:15][CH:16]=1 |f:2.3.4|. Procedure: A mixture of 2.77 g of 6-(1-piperazinyl)-11H-dibenz[b,e]azepine, 2.00 g of ethyl bromoacetate and 1.38 g of potassium carbonate in 14 ml of N,N-dimethylformamide was stirred at 70° C. for 3 hrs. After cooling, water was added to the reaction mixture and extracted with ether. The etheral layer was washed with water, dried and concentrated. The residue was chromatographed on silica gel using a mixture of n-hexane and ethyl acetate (2:1 and 1:1) as eluents to give 2.91 g of colorless crystals, whic... Starting materials: O=C([O-])[O-], C=CCBr, CC(C)=O, [K+], [K+], O=C1CCC(c2cccc(O)c2)=NN1. Product: C=CCOc1cccc(C2=NNC(=O)CC2)c1. RXN SMILES: [C:15](=[O:16])([O-:17])[O-:18].[CH2:21]([CH:22]=[CH2:23])[Br:24].[CH3:25][C:26](=[O:27])[CH3:28].[K+:19].[K+:20].[OH:1][c:2]1[cH:3][c:4]([C:8]2=[N:13][NH:12][C:11](=[O:14])[CH2:10][CH2:9]2)[cH:5][cH:6][cH:7]1>>[O:1]([c:2]1[cH:3][c:4]([C:8]2=[N:13][NH:12][C:11](=[O:14])[CH2:10][CH2:9]2)[cH:5][cH:6][cH:7]1)[CH2:23][CH:22]=[CH2:21]. The reactants are BrC=1C=CC2=C(C(CO2)CC(=O)O)C1 (5-bromo-3-(carboxymethyl)-2,3-dihydro-benzofuran), B (borane). The solvent is C1CCOC1 (THF), C1CCOC1 (THF). Reaction conditions: time 12 hour. The product is OCCC1COC2=C1C=C(C=C2)Br (3-(2-hydroxy-ethyl)-5-bromo-2,3-dihydro-benzofuran). Yield: 58.9%. Reaction SMILES: [Br:1][C:2]1[CH:3]=[CH:4][C:5]2[O:9][CH2:8][CH:7]([CH2:10][C:11](O)=[O:12])[C:6]=2[CH:14]=1.B>C1COCC1>[OH:12][CH2:11][CH2:10][CH:7]1[C:6]2[CH:14]=[C:2]([Br:1])[CH:3]=[CH:4][C:5]=2[O:9][CH2:8]1. Procedure details: A solution of 5-bromo-3-(carboxymethyl)-2,3-dihydro-benzofuran (reference example 15, 1.86 g , 7.68 mmol) in THF (21 mL) is cooled to 0° C. then a solution of borane in THF (7.7 mL, 1 M). On complete addition the cold bath is removed and stirring continued for 12 h. The reaction is quenched with aq. HCl (2M) diluted with ethyl acetate washed with sat. NaHCO3 solution then brine, dried over MgSO4 and concentrated. The residue is purified by flash chromatography (30% ethyl acetate in hexanes) to g... The reactants are C(C)OC(CC1(CCN(CC1)C(=O)OC(C)(C)C)C[N+](=O)[O-])=O (tert-butyl 4-(2-ethoxy-2-oxoethyl)-4-(nitromethyl)piperidine-1-carboxylate). The reagents and catalysts are [Ni] (Ni). Solvent: C(C)O (ethanol). Reaction conditions: time 24 hour. Yields the product C(C)(C)(C)OC(=O)N1CCC2(CC(NC2)=O)CC1 (3-oxo-2,8-diaza-spiro[4,5]decane-8-carboxylic acid tert-butylester). RXN SMILES: C([O:3][C:4](=O)[CH2:5][C:6]1([CH2:19][N+:20]([O-])=O)[CH2:11][CH2:10][N:9]([C:12]([O:14][C:15]([CH3:18])([CH3:17])[CH3:16])=[O:13])[CH2:8][CH2:7]1)C>C(O)C.[Ni]>[C:15]([O:14][C:12]([N:9]1[CH2:10][CH2:11][C:6]2([CH2:19][NH:20][C:4](=[O:3])[CH2:5]2)[CH2:7][CH2:8]1)=[O:13])([CH3:18])([CH3:17])[CH3:16]. Procedure: A mixture of tert-butyl 4-(2-ethoxy-2-oxoethyl)-4-(nitromethyl)piperidine-1-carboxylate (330 g, 990 mmol, 1.00 equiv, 99%) and Ni (40 g, 0.15 equiv) in ethanol (1200 mL) was stirred for 24 h under a hydrogen atmosphere at room temperature. The solid was filtered out. The filtrate was concentrated under vacuum. The crude product was purified by re-crystallization from ether to afford the title compound. LC-MS (ES, m/z): 199 [M+H]+; 1H-NMR (400 MHz, CDCl3, ppm): 1.447-1.476(9H, s), 1.597-1.673(4H,... The reactants are NC=1C(=NC(=NC1NC1=C(C=CC=C1)OC)N[C@@H]1CC[C@@H](CC1)O)C(=O)OCC (Ethyl 5-amino-2-(cis-4-hydroxycyclohexylamino)-6-(2-methoxyphenylamino)pyrimidine-4-carboxylate), 1,1′-1,1′-carbonyldiimidazole, N1(C=NC=C1)C(=O)O[C@H]1CC[C@H](CC1)NC1=NC(=C2NC(N(C2=N1)C1=C(C=CC=C1)OC)=O)C(=O)OCC (Ethyl 2-(cis-4-(1H-imidazole-1-carbonyloxy)cyclohexylamino)-9-(2-methoxyphenyl)-8-oxo-8,9-dihydro-7H-purine-6-carboxylate). Solvent: ClCCl (dichloromethane). The product is C(N)(O[C@@H]1CC[C@@H](CC1)NC1=NC(=C2NC(N(C2=N1)C1=C(C=CC=C1)OC)=O)C(N)=O)=O ((CIS)-4-(6-CARBAMOYL-9-(2-METHOXYPHENYL)-8-OXO-8,9-DIHYDRO-7H-PURIN-2-YLAMINO)CYCLOHEXYL CARBAMATE). Reaction SMILES: [N:1]1([C:6]([O:8][C@@H:9]2[CH2:14][CH2:13][C@H:12]([NH:15][C:16]3[N:24]=[C:23]4[C:19]([NH:20][C:21](=[O:33])[N:22]4[C:25]4[CH:30]=[CH:29][CH:28]=[CH:27][C:26]=4[O:31][CH3:32])=[C:18]([C:34]([O:36]CC)=O)[N:17]=3)[CH2:11][CH2:10]2)=[O:7])C=CN=C1.[NH2:39]C1C(C(OCC)=O)=NC(N[C@H]2CC[C@@H](O)CC2)=NC=1NC1C=CC=CC=1OC>ClCCl>[C:6](=[O:7])([O:8][C@H:9]1[CH2:10][CH2:11][C@@H:12]([NH:15][C:16]2[N:24]=[C:23]3[C:19]([NH:20][C:21](=[O:33])[N:22]3[C:25]3[CH:30]=[CH:29][CH:28]=[CH:27][C:26]=3[O:31][CH3:32])=[C:18]([C:34](=[O:36])[NH2:39])[N:17]=2)[CH2:13][CH2:14]1)[NH2:1]. Procedure: Ethyl 2-(cis-4-(1H-imidazole-1-carbonyloxy)cyclohexylamino)-9-(2-methoxyphenyl)-8-oxo-8,9-dihydro-7H-purine-6-carboxylate. Ethyl 5-amino-2-(cis-4-hydroxycyclohexylamino)-6-(2-methoxyphenylamino)pyrimidine-4-carboxylate (0.272 g, 0.678 mmol) and 1,1′-1,1′-carbonyldiimidazole (1.09 g, 6.78 mmol) in dichloromethane (20 mL) were reacted according to General Procedure F and purified using biotage chromatography (60-100% ethyl acetate in hexanes) to afford the title compound and the free hydroxyl deri...